This data is from the Open Reaction Database (ORD), a public repository of structured organic reaction records. The task is: describe an organic reaction: reactants, conditions, products, and yield Reactants: P(O)(O)(O)=O (phosphoric acid), P(O)(O)(O)=O (phosphoric acid), P(O)(O)(O)=O.[U+4] (phosphoric acid uranium(IV)). Conditions: temperature 150 celsius. Yields the product P(=O)([O-])([O-])[O-].[U+4].P(=O)([O-])([O-])[O-].P(=O)([O-])([O-])[O-].P(=O)([O-])([O-])[O-].[U+4].[U+4] (Uranium(IV) Phosphate). RXN SMILES: [P:1](=[O:5])([OH:4])([OH:3])[OH:2].[P:6](=[O:10])([OH:9])([OH:8])[OH:7].[U+4:11]>>[P:1]([O-:5])([O-:4])([O-:3])=[O:2].[U+4:11].[P:6]([O-:10])([O-:9])([O-:8])=[O:7].[P:1]([O-:5])([O-:4])([O-:3])=[O:2].[P:1]([O-:5])([O-:4])([O-:3])=[O:2].[U+4:11].[U+4:11] |f:1.2,3.4.5.6.7.8.9|. Reported procedure: The same procedure is followed as in Example 1. Thus, a uranium(IV) solution is first of all prepared by dissolution of 4 g of UCl4 in a 4M hydrochloric acid HCl solution in order to obtain a uranium concentration of 0.7M. This solution is mixed with a 5M phosphoric acid solution in the phosphoric acid/uranium(IV) molar ratio of 3/2 with an excess of 2% of phosphoric acid. The mixing is carried out in a container which is subsequently closed and which is heated, as in Example 1, at a temperature...